This data is from the Open Reaction Database (ORD), a public repository of structured organic reaction records. The task is: describe an organic reaction: reactants, conditions, products, and yield The reactants are OP(=O)(O)O (H3PO4), Ca(OH)2, C(CC(O)(C(=O)O)CC(=O)O)(=O)O (citric acid), hydroxyapatite, formula 4, P(=O)(O)([O-])[O-].[Na+].[Na+] (disodium hydrogen phosphate), P(=O)([O-])([O-])[O-].[Ca+2].[Ca+2].[Ca+2].[Ca+2] (tetracalcium phosphate). Yields the product P(=O)(O)([O-])[O-].[Ca+2] (calcium hydrogen phosphate), P(=O)(O)([O-])[O-].[Na+].[Na+] (disodium hydrogen phosphate), C(CC(O)(C(=O)O)CC(=O)O)(=O)O (citric acid). As a reaction SMILES: [P:1]([O-:5])([O-:4])([OH:3])=[O:2].[Na+:6].[Na+].[C:8]([OH:20])(=[O:19])[CH2:9][C:10]([CH2:15][C:16]([OH:18])=[O:17])([C:12]([OH:14])=[O:13])[OH:11].[P:21]([O-:25])([O-:24])([O-:23])=[O:22].[Ca+2:26].[Ca+2].[Ca+2].[Ca+2].OP(O)(O)=O>>[P:1]([O-:5])([O-:4])([OH:3])=[O:2].[Ca+2:26].[P:21]([O-:25])([O-:24])([OH:23])=[O:22].[Na+:6].[Na+:6].[C:8]([OH:20])(=[O:19])[CH2:9][C:10]([CH2:15][C:16]([OH:18])=[O:17])([C:12]([OH:14])=[O:13])[OH:11] |f:0.1.2,4.5.6.7.8,10.11,12.13.14|. Procedure: When the pH value of the solution is near 8.5 after equilibrium is reached, the reached shown in the formula 2 proceeds until all of the calcium hydrogen phosphate convert into hydroxyapatite while the pH is maintained at near 8.5. The H3PO4 formed by the reaction comes to solution-equilibrium with the disodium hydrogen phosphate and citric acid during kneading. If the pH is still maintained at near 8.5, the reaction of the formula 4 also proceeds and the tetracalcium phosphate converts into hyd... Reactants: [Br-], COc1cc([N+](=O)[O-])ccc1Br, C1CCOC1, c1ccc(P(c2ccccc2)(c2ccccc2)[Pd](P(c2ccccc2)(c2ccccc2)c2ccccc2)(P(c2ccccc2)(c2ccccc2)c2ccccc2)P(c2ccccc2)(c2ccccc2)c2ccccc2)cc1, [Zn+]c1ccccn1. Yields the product COc1cc([N+](=O)[O-])ccc1-c1ccccn1. As a reaction SMILES: [Br-:13].[Br:1][c:2]1[c:3]([O:11][CH3:12])[cH:4][c:5]([N+:8](=[O:9])[O-:10])[cH:6][cH:7]1.[CH2:21]1[O:22][CH2:23][CH2:24][CH2:25]1.[cH:26]1[cH:27][cH:28][c:29]([P:30]([Pd:31]([P:32]([c:33]2[cH:34][cH:35][cH:36][cH:37][cH:38]2)([c:39]2[cH:40][cH:41][cH:42][cH:43][cH:44]2)[c:45]2[cH:46][cH:47][cH:48][cH:49][cH:50]2)([P:51]([c:52]2[cH:53][cH:54][cH:55][cH:56][cH:57]2)([c:58]2[cH:59][cH:60][cH:61][cH:62][cH:63]2)[c:64]2[cH:65][cH:66][cH:67][cH:68][cH:69]2)[P:70]([c:71]2[cH:72][cH:73][cH:74][cH:75][cH:76]2)([c:77]2[cH:78][cH:79][cH:80][cH:81][cH:82]2)[c:83]2[cH:84][cH:85][cH:86][cH:87][cH:88]2)([c:89]2[cH:90][cH:91][cH:92][cH:93][cH:94]2)[c:95]2[cH:96][cH:97][cH:98][cH:99][cH:100]2)[cH:101][cH:102]1.[n:14]1[c:15]([Zn+:20])[cH:16][cH:17][cH:18][cH:19]1>>[c:2]1(-[c:15]2[n:14][cH:19][cH:18][cH:17][cH:16]2)[c:3]([O:11][CH3:12])[cH:4][c:5]([N+:8](=[O:9])[O-:10])[cH:6][cH:7]1. Starting materials: [OH-].[K+] (potassium hydroxide), CNC1CCN(C1)C (N,N′-dimethyl-3-aminopyrrolidine), FC1=CC=C(C=C1)[N+](=O)[O-] (4-fluoronitrobenzene). The solvent is CS(=O)C (dimethylsulfoxide). Reaction conditions: temperature 62.5 celsius. Yields the product CN(C1=CC=C(C=C1)[N+](=O)[O-])C1CN(CC1)C (methyl-(1-methyl-pyrrolidin-3-yl)-(4-nitro-phenyl)-amine). Reaction SMILES: [OH-].[K+].[CH3:3][NH:4][CH:5]1[CH2:9][N:8]([CH3:10])[CH2:7][CH2:6]1.F[C:12]1[CH:17]=[CH:16][C:15]([N+:18]([O-:20])=[O:19])=[CH:14][CH:13]=1>CS(C)=O>[CH3:3][N:4]([CH:5]1[CH2:6][CH2:7][N:8]([CH3:10])[CH2:9]1)[C:12]1[CH:17]=[CH:16][C:15]([N+:18]([O-:20])=[O:19])=[CH:14][CH:13]=1 |f:0.1|. Procedure details: To a suspension of potassium hydroxide (1.4 g, 25 mmol) and N,N′-dimethyl-3-aminopyrrolidine (1.4 g, 12 mmol) in dimethylsulfoxide (13 mL) is added dropwise 4-fluoronitrobenzene (1.1 mL, 10 mmol). The mixture is heated in a 60-65° C. oil bath for 4 hours. After cooling to room temperature, ice is added to the reaction mixture. The resulting precipitate is collected, washed with water, and dried under vacuum to give methyl-(1-methyl-pyrrolidin-3-yl)-(4-nitro-phenyl)-amine. The reactants are [Si](C)(C)(C(C)(C)C)OC[C@@H](NS(=O)(=O)C1=CC=C(C=C1)[N+](=O)[O-])C1=CC=C(S1)CNC([C@@H](NC(=O)OC)C(C1=CC=CC=C1)C1=CC=CC=C1)=O (N-({5-[(1R)-2-{[tert-butyl(dimethyl)silyl]oxy}-1-{[(4-nitrophenyl)sulfonyl]amino}ethyl]thiophen-2-yl}methyl)-Nα-(methoxycarbonyl)-β-phenyl-L-phenyl alaninamide), C1=CC=C(C=C1)P(C2=CC=CC=C2)C3=CC=CC=C3 (Ph3P), C(C(C)C)O (isobutanol), CC(C)OC(=O)/N=N/C(=O)OC(C)C (DIAD). Solvent: C1CCOC1 (THF), O (water), C(C)(=O)OCC (Ethyl acetate). Product: [Si](C)(C)(C(C)(C)C)OC[C@@H](N(S(=O)(=O)C1=CC=C(C=C1)[N+](=O)[O-])CC(C)C)C1=CC=C(S1)CNC([C@@H](NC(=O)OC)C(C1=CC=CC=C1)C1=CC=CC=C1)=O (N-({5-[(1R)-2-{[tert-butyl(dimethyl)silyl]oxy}-1-{(2-methylpropyl)[(4-nitrophenyl)sulfonyl]amino}ethyl]thiophen-2-yl}methyl)-Nα-(methoxycarbonyl)-β-phenyl-L-phenylalaninamide). RXN SMILES: [Si:1]([O:8][CH2:9][C@H:10]([C:24]1[S:28][C:27]([CH2:29][NH:30][C:31](=[O:51])[C@H:32]([CH:38]([C:45]2[CH:50]=[CH:49][CH:48]=[CH:47][CH:46]=2)[C:39]2[CH:44]=[CH:43][CH:42]=[CH:41][CH:40]=2)[NH:33][C:34]([O:36][CH3:37])=[O:35])=[CH:26][CH:25]=1)[NH:11][S:12]([C:15]1[CH:20]=[CH:19][C:18]([N+:21]([O-:23])=[O:22])=[CH:17][CH:16]=1)(=[O:14])=[O:13])([C:4]([CH3:7])([CH3:6])[CH3:5])([CH3:3])[CH3:2].C1C=CC(P(C2C=CC=CC=2)C2C=CC=CC=2)=CC=1.[CH2:71](O)[CH:72]([CH3:74])[CH3:73].CC(OC(/N=N/C(OC(C)C)=O)=O)C>C1COCC1.O.C(OCC)(=O)C>[Si:1]([O:8][CH2:9][C@H:10]([C:24]1[S:28][C:27]([CH2:29][NH:30][C:31](=[O:51])[C@H:32]([CH:38]([C:39]2[CH:44]=[CH:43][CH:42]=[CH:41][CH:40]=2)[C:45]2[CH:50]=[CH:49][CH:48]=[CH:47][CH:46]=2)[NH:33][C:34]([O:36][CH3:37])=[O:35])=[CH:26][CH:25]=1)[N:11]([CH2:71][CH:72]([CH3:74])[CH3:73])[S:12]([C:15]1[CH:16]=[CH:17][C:18]([N+:21]([O-:23])=[O:22])=[CH:19][CH:20]=1)(=[O:13])=[O:14])([C:4]([CH3:7])([CH3:5])[CH3:6])([CH3:2])[CH3:3]. Procedure: A solution of N-({5-[(1R)-2-{[tert-butyl(dimethyl)silyl]oxy}-1-{[(4-nitrophenyl)sulfonyl]amino}ethyl]thiophen-2-yl}methyl)-Nα-(methoxycarbonyl)-β-phenyl-L-phenyl alaninamide (60 mg, 0.080 mmol), Ph3P (105 mg, 0.398 mmol), isobutanol (0.037 mL, 0.398 mmol) and DIAD (0.077 mL, 0.398 mmol) in THF (0.4 mL) stirred at 40° C. under N2 atmosphere, for 18 hours. Ethyl acetate and water were added and the phases were separated. The organic phase was washed with brine, dried, and concentrated under reduce... Reactants: CC(C(C)(C)O1)(C)OB1C2=CN=C(C=CC=N3)C3=C2, ClC1=CC2=C(C=CN2)C=C1. The reagents and catalysts are CC(C)(C)C1=CC=C(C=C1)C2=CC=C(C=C2)C(C)(C)C, [O-]P(=O)([O-])[O-].[K+].[K+].[K+], CC(C1=CC(C(C)C)=C(C2=CC=CC=C2P(C3CCCCC3)C4CCCCC4)C(C(C)C)=C1)C.NC5=CC=CC=C5C6=CC=CC=[C-]6.Cl[Pd+]. The solvent is C1CCOC1, O (water), C1CCOC1. Conditions: temperature 25 celsius, time 24 hour. Yields the product C12=C(NC=C2)C=C(C3=CN=C4C=CC=NC4=C3)C=C1. The yield is 56.0%. Starting materials: COC(=O)c1ccc(C2(C(=O)Oc3ccc(C(=O)NOCc4ccccc4)cc3)CCCCC2)cc1, CO, CCOCC. Yields the product COC(=O)c1ccc(C2(C(=O)Oc3ccc(C(=O)NO)cc3)CCCCC2)cc1. RXN SMILES: [CH2:1]([c:2]1[cH:3][cH:4][cH:5][cH:6][cH:7]1)[O:8][NH:9][C:10](=[O:11])[c:12]1[cH:13][cH:14][c:15]([O:16][C:17](=[O:18])[C:19]2([c:25]3[cH:26][cH:27][c:28]([C:29](=[O:30])[O:31][CH3:32])[cH:33][cH:34]3)[CH2:20][CH2:21][CH2:22][CH2:23][CH2:24]2)[cH:35][cH:36]1.[CH3:37][OH:38].[CH3:39][CH2:40][O:41][CH2:42][CH3:43]>>[OH:8][NH:9][C:10](=[O:11])[c:12]1[cH:13][cH:14][c:15]([O:16][C:17](=[O:18])[C:19]2([c:25]3[cH:26][cH:27][c:28]([C:29](=[O:30])[O:31][CH3:32])[cH:33][cH:34]3)[CH2:20][CH2:21][CH2:22][CH2:23][CH2:24]2)[cH:35][cH:36]1. Reactants: CC1=C(C=CC(=C1)[N+](=O)[O-])N=C=S (2-Methyl-4-nitrophenyl isothiocyanate), C(C(C)C)N (isobutylamine), ClC(C(=O)O)C (α-chloropropionic acid). The product is CC1=C(C=CC(=C1)[N+](=O)[O-])N=C1SC(C(N1CC(C)C)=O)C (2-(2-methyl-4-nitrophenylimino)-3-isobutyl-5-methyl-1,3-thiazolidin4-one). RXN SMILES: [CH3:1][C:2]1[CH:7]=[C:6]([N+:8]([O-:10])=[O:9])[CH:5]=[CH:4][C:3]=1[N:11]=[C:12]=[S:13].[CH2:14]([NH2:18])[CH:15]([CH3:17])[CH3:16].Cl[CH:20]([CH3:24])[C:21](O)=[O:22]>>[CH3:1][C:2]1[CH:7]=[C:6]([N+:8]([O-:10])=[O:9])[CH:5]=[CH:4][C:3]=1[N:11]=[C:12]1[N:18]([CH2:14][CH:15]([CH3:17])[CH3:16])[C:21](=[O:22])[CH:20]([CH3:24])[S:13]1. Reported procedure: 2-Methyl-4-nitrophenyl isothiocyanate was reacted with isobutylamine followed by α-chloropropionic acid according to Method C8a to afford 2-(2-methyl-4-nitrophenylimino)-3-isobutyl-5-methyl-1,3-thiazolidin4-one. Reactants: C(=O)([O-])[O-].[Na+].[Na+] (Na2CO3), C(C1=CC=CC=C1)OC=1C=C2C=C(N(C2=CC1)C(=O)OC(C)(C)C)B(O)O (5-Benzyloxy-1-BOC-indole-2-boronic acid), IC1=NN(C2=NC=NC(=C21)N)C(C)C (3-iodo-1-isopropyl-1H-pyrazolo[3,4-d]pyrimidin-4-amine). Reagents/catalysts: C=1C=CC(=CC1)[P](C=2C=CC=CC2)(C=3C=CC=CC3)[Pd]([P](C=4C=CC=CC4)(C=5C=CC=CC5)C=6C=CC=CC6)([P](C=7C=CC=CC7)(C=8C=CC=CC8)C=9C=CC=CC9)[P](C=1C=CC=CC1)(C=1C=CC=CC1)C=1C=CC=CC1 (Pd(PPh3)4). The solvent is CCO (EtOH), COCCOC (DME). Run at temperature 80 celsius. The product is NC1=C2C(=NC=N1)N(N=C2C=2N(C1=CC=C(C=C1C2)OCC2=CC=CC=C2)C(=O)OC(C)(C)C)C(C)C (tert-butyl 2-(4-amino-1-isopropyl-1H-pyrazolo[3,4-d]pyrimidin-3-yl)-5-(benzyloxy)-1H-indole-1-carboxylate). RXN SMILES: [CH2:1]([O:8][C:9]1[CH:10]=[C:11]2[C:15](=[CH:16][CH:17]=1)[N:14]([C:18]([O:20][C:21]([CH3:24])([CH3:23])[CH3:22])=[O:19])[C:13](B(O)O)=[CH:12]2)[C:2]1[CH:7]=[CH:6][CH:5]=[CH:4][CH:3]=1.I[C:29]1[C:37]2[C:32](=[N:33][CH:34]=[N:35][C:36]=2[NH2:38])[N:31]([CH:39]([CH3:41])[CH3:40])[N:30]=1.C([O-])([O-])=O.[Na+].[Na+]>CCO.COCCOC.C1C=CC([P]([Pd]([P](C2C=CC=CC=2)(C2C=CC=CC=2)C2C=CC=CC=2)([P](C2C=CC=CC=2)(C2C=CC=CC=2)C2C=CC=CC=2)[P](C2C=CC=CC=2)(C2C=CC=CC=2)C2C=CC=CC=2)(C2C=CC=CC=2)C2C=CC=CC=2)=CC=1>[NH2:38][C:36]1[N:35]=[CH:34][N:33]=[C:32]2[N:31]([CH:39]([CH3:41])[CH3:40])[N:30]=[C:29]([C:13]3[N:14]([C:18]([O:20][C:21]([CH3:24])([CH3:23])[CH3:22])=[O:19])[C:15]4[C:11]([CH:12]=3)=[CH:10][C:9]([O:8][CH2:1][C:2]3[CH:7]=[CH:6][CH:5]=[CH:4][CH:3]=3)=[CH:17][CH:16]=4)[C:37]=12 |f:2.3.4,^1:60,62,81,100|. Procedure details: A solution of 5-Benzyloxy-1-BOC-indole-2-boronic acid (303 mg, 0.83 mmol) in EtOH (3.3 ml) was added to a solution of 3-iodo-1-isopropyl-1H-pyrazolo[3,4-d]pyrimidin-4-amine (100 mg, 0.33 mmol) in DME (12 ml). Pd(PPh3)4 (30 mg, 0.03 mmol) and saturated Na2CO3 (1.9 ml) were added and the reaction was heated to 80° C. under an argon atmosphere overnight. After cooling, the reaction was extracted with saturated NaCl and CH2Cl2. Organic phases were combined, concentrated in vacuo and purified by sili... Starting materials: C1(CCCC1)C1=C(N=C(N=N1)C1=NN(C2=NC=CC=C21)CC2=C(C=CC=C2)F)O (6-cyclopentyl-3-[1-(2-fluorobenzyl)-1H-pyrazolo[3,4-b]pyridin-3-yl]-1,2,4-triazin-5-ol), P(=O)(Cl)(Cl)Cl (phosphoryl chloride), N (ammonia). Run in C(C)#N (acetonitrile). Conditions: time 8 hour. The product is C1(CCCC1)C1=C(N=C(N=N1)C1=NN(C2=NC=CC=C21)CC2=C(C=CC=C2)F)N (6-Cyclopentyl-3-[1-(2-fluorobenzyl)-1H-pyrazolo[3,4-b]pyridin-3-yl]-1,2,4-triazine-5-amine). Reaction SMILES: [CH:1]1([C:6]2[N:11]=[N:10][C:9]([C:12]3[C:20]4[C:15](=[N:16][CH:17]=[CH:18][CH:19]=4)[N:14]([CH2:21][C:22]4[CH:27]=[CH:26][CH:25]=[CH:24][C:23]=4[F:28])[N:13]=3)=[N:8][C:7]=2O)[CH2:5][CH2:4][CH2:3][CH2:2]1.P(Cl)(Cl)(Cl)=O.[NH3:35]>C(#N)C>[CH:1]1([C:6]2[N:11]=[N:10][C:9]([C:12]3[C:20]4[C:15](=[N:16][CH:17]=[CH:18][CH:19]=4)[N:14]([CH2:21][C:22]4[CH:27]=[CH:26][CH:25]=[CH:24][C:23]=4[F:28])[N:13]=3)=[N:8][C:7]=2[NH2:35])[CH2:5][CH2:4][CH2:3][CH2:2]1. Procedure details: 730 mg (1.870 mmol) of 6-cyclopentyl-3-[1-(2-fluorobenzyl)-1H-pyrazolo[3,4-b]pyridin-3-yl]-1,2,4-triazin-5-ol were admixed with 9 ml of phosphoryl chloride and stirred overnight at RT. The reaction mixture was diluted with 50 ml of dry acetonitrile and, with ice-cooling, stirred into 130 ml of concentrated aqueous ammonia solution (25% strength). Stirring was carried out for 48 h at RT and for 24 h at 50° C. After cooling, the acetonitrile was removed on a rotary evaporator, the precipitate was ...